This data is from the Open Reaction Database (ORD), a public repository of structured organic reaction records. The task is: describe an organic reaction: reactants, conditions, products, and yield Reactants: BrCCCCCBr, O=C([O-])[O-], COC(=O)COc1ccc2ccc(O)c(C(C)=O)c2c1, CC(C)=O, [K+], [K+]. Yields the product COC(=O)COc1ccc2ccc(OCCCCCBr)c(C(C)=O)c2c1. As a reaction SMILES: [Br:21][CH2:22][CH2:23][CH2:24][CH2:25][CH2:26][Br:27].[C:28](=[O:29])([O-:30])[O-:31].[CH3:1][O:2][C:3]([CH2:4][O:5][c:6]1[cH:7][c:8]2[c:9]([C:17]([CH3:18])=[O:19])[c:10]([OH:16])[cH:11][cH:12][c:13]2[cH:14][cH:15]1)=[O:20].[CH3:34][C:35](=[O:36])[CH3:37].[K+:32].[K+:33]>>[CH3:1][O:2][C:3]([CH2:4][O:5][c:6]1[cH:7][c:8]2[c:9]([C:17]([CH3:18])=[O:19])[c:10]([O:16][CH2:26][CH2:25][CH2:24][CH2:23][CH2:22][Br:21])[cH:11][cH:12][c:13]2[cH:14][cH:15]1)=[O:20]. The reactants are CC(=O)O, CCOC(=O)Cl, [Na+], [OH-], c1csc(C2CNCCN2)c1. Product: CCOC(=O)N1CCNC(c2cccs2)C1. Reaction SMILES: [CH3:20][C:21](=[O:22])[OH:23].[Cl:1][C:2](=[O:3])[O:4][CH2:5][CH3:6].[Na+:19].[OH-:18].[s:7]1[c:8]([CH:12]2[NH:13][CH2:14][CH2:15][NH:16][CH2:17]2)[cH:9][cH:10][cH:11]1>>[C:2](=[O:3])([O:4][CH2:5][CH3:6])[N:16]1[CH2:15][CH2:14][NH:13][CH:12]([c:8]2[s:7][cH:11][cH:10][cH:9]2)[CH2:17]1. The reactants are CC(C)(C)OC(=O)N1CCC(Oc2ccc([N+](=O)[O-])cc2)CC1, C, CCO, [H][H], [Pd]. The product is CC(C)(C)OC(=O)N1CCC(Oc2ccc(N)cc2)CC1. As a reaction SMILES: [C:1]([CH3:2])([CH3:3])([CH3:4])[O:5][C:6](=[O:7])[N:8]1[CH2:9][CH2:10][CH:11]([O:14][c:15]2[cH:16][cH:17][c:18]([N+:21]([O-:22])=[O:23])[cH:19][cH:20]2)[CH2:12][CH2:13]1.[C:29].[CH3:26][CH2:27][OH:28].[H:24][H:25].[Pd:30]>>[C:1]([CH3:2])([CH3:3])([CH3:4])[O:5][C:6](=[O:7])[N:8]1[CH2:9][CH2:10][CH:11]([O:14][c:15]2[cH:16][cH:17][c:18]([NH2:21])[cH:19][cH:20]2)[CH2:12][CH2:13]1. Starting materials: FC=1C=C(C=CC1OC(F)(F)F)C=1C=NC=C(C(=O)OC)C1 (Methyl 5-[3-fluoro-4-(trifluoromethoxy)phenyl]nicotinate), Cl (hydrochloric acid), [H][H] (hydrogen). The reagents and catalysts are [Pt]=O (platinum oxide). The solvent is C(C)O (ethanol). The product is FC=1C=C(C=CC1OC(F)(F)F)C1CC(CNC1)C(=O)OC (Methyl 5-[3-fluoro-4-(trifluoromethoxy)phenyl]piperidine-3-carboxylate). As a reaction SMILES: [F:1][C:2]1[CH:3]=[C:4]([C:13]2[CH:14]=[N:15][CH:16]=[C:17]([CH:22]=2)[C:18]([O:20][CH3:21])=[O:19])[CH:5]=[CH:6][C:7]=1[O:8][C:9]([F:12])([F:11])[F:10].Cl.[H][H]>C(O)C.[Pt]=O>[F:1][C:2]1[CH:3]=[C:4]([CH:13]2[CH2:14][NH:15][CH2:16][CH:17]([C:18]([O:20][CH3:21])=[O:19])[CH2:22]2)[CH:5]=[CH:6][C:7]=1[O:8][C:9]([F:12])([F:10])[F:11]. Procedure: A solution of 5.73 g (18.2 mmol) of the compound from Example 91A in 116 ml of ethanol was admixed with 1.11 g (0.27 mmol) of platinum oxide, and hydrogenated with 14.3 ml of concentrated hydrochloric acid solution and at RT overnight in a 3.5 bar hydrogen atmosphere. The catalyst was then filtered off through a filter layer and washed repeatedly with ethanol. The combined filtrates were concentrated under reduced pressure. Yield: 5.95 g (100% of theory) The reactants are N-n-octylalkylpyridinium chloride, C(CCCCCCCCCCCCCCCCC)O (n-octadecanol), Cl (hydrogen chloride). The solvent is O (water). The product is C(CCCCCCCCCCCCCCCCC)Cl (n-Octadecyl Chloride). RXN SMILES: [CH2:1](O)[CH2:2][CH2:3][CH2:4][CH2:5][CH2:6][CH2:7][CH2:8][CH2:9][CH2:10][CH2:11][CH2:12][CH2:13][CH2:14][CH2:15][CH2:16][CH2:17][CH3:18].[ClH:20]>O>[CH2:1]([Cl:20])[CH2:2][CH2:3][CH2:4][CH2:5][CH2:6][CH2:7][CH2:8][CH2:9][CH2:10][CH2:11][CH2:12][CH2:13][CH2:14][CH2:15][CH2:16][CH2:17][CH3:18]. Reported procedure: A 1 l jacketed glass reactor with a glass paddle stirrer and immersed tube for reactant metering is initially charged with 220 g of N-n-octylalkylpyridinium chloride (prepared according to Example 2) and adjusted to a temperature of 150° C. 447 g of n-octadecanol are introduced uniformly via an immersed tube over 5 hours. Gaseous hydrogen chloride is metered in via an immersed tube in a slight stoichiometric excess over the entire reaction time, and the water of reaction formed is simultaneously... Starting materials: C(C)(C)OC(=O)CC1=CC=C(C=C1)N1S(C2=C(N(C1=O)C)C=C(C=C2)OC(C)C)(=O)=O (2-(4-isopropoxycarbonylmethylphenyl)-6-isopropoxy-4-methyl-2H-1,2,4-benzothiadiazine-3(4H)-one 1,1-dioxide), O (water), Cl (hydrochloric acid). Run in O1CCOCC1 (1,4-dioxane). The product is C(=O)(O)CC1=CC=C(C=C1)N1S(C2=C(N(C1=O)C)C=C(C=C2)OC(C)C)(=O)=O (2-(4-carboxymethylphenyl)-6-isopropoxy-4-methyl-2H-1,2,4-benzothiadiazine-3(4H)-one 1,1-dioxide). The yield is 70.9%. Reaction SMILES: C([O:4][C:5]([CH2:7][C:8]1[CH:13]=[CH:12][C:11]([N:14]2[C:19](=[O:20])[N:18]([CH3:21])[C:17]3[CH:22]=[C:23]([O:26][CH:27]([CH3:29])[CH3:28])[CH:24]=[CH:25][C:16]=3[S:15]2(=[O:31])=[O:30])=[CH:10][CH:9]=1)=[O:6])(C)C.O.Cl>O1CCOCC1>[C:5]([CH2:7][C:8]1[CH:13]=[CH:12][C:11]([N:14]2[C:19](=[O:20])[N:18]([CH3:21])[C:17]3[CH:22]=[C:23]([O:26][CH:27]([CH3:28])[CH3:29])[CH:24]=[CH:25][C:16]=3[S:15]2(=[O:31])=[O:30])=[CH:10][CH:9]=1)([OH:6])=[O:4]. Reported procedure: A solution of 2-(4-isopropoxycarbonylmethylphenyl)-6-isopropoxy-4-methyl-2H-1,2,4-benzothiadiazine-3(4H)-one 1,1-dioxide (95 mg) in a mixture of 1,4-dioxane (6 ml), water (2 ml) and conc. hydrochloric acid (1 ml) was refluxed for two hours. After the mixture was concentrated in vacuo, the residue was extracted two times with ethyl acetate. The combined organic layers were washed with water and brine, dried over MgSO4. After the solvent was evaporated under reduced pressure, the crystalline resid... Reactants: O=C1N(C=2C3=C(C=CC2C=C1)OCCO3)CCN3CCC(CC3)NC(OC(C)(C)C)=O (1,1-dimethylethyl {1-[2-(9-oxo-2,3-dihydro[1,4]dioxino[2,3-h]quinolin-10(9H)-yl)ethyl]-4-piperidinyl}carbamate), Cl (HCl). The solvent is C(Cl)(Cl)Cl (chloroform), CO (MeOH), O1CCOCC1 (1,4-dioxane). Conditions: time 1 hour. The product is NC1CCN(CC1)CCN1C(C=CC=2C=CC3=C(C12)OCCO3)=O (10-[2-(4-amino-1-piperidinyl)ethyl]-2,3-dihydro[1,4]dioxino[2,3-h]quinolin-9(10H)-one). Isolated yield 55.1%. Reaction SMILES: [O:1]=[C:2]1[CH:11]=[CH:10][C:9]2[CH:8]=[CH:7][C:6]3[O:12][CH2:13][CH2:14][O:15][C:5]=3[C:4]=2[N:3]1[CH2:16][CH2:17][N:18]1[CH2:23][CH2:22][CH:21]([NH:24]C(=O)OC(C)(C)C)[CH2:20][CH2:19]1.Cl>C(Cl)(Cl)Cl.O1CCOCC1.CO>[NH2:24][CH:21]1[CH2:20][CH2:19][N:18]([CH2:17][CH2:16][N:3]2[C:4]3[C:5]4[O:15][CH2:14][CH2:13][O:12][C:6]=4[CH:7]=[CH:8][C:9]=3[CH:10]=[CH:11][C:2]2=[O:1])[CH2:23][CH2:22]1. Procedure: 1,1-dimethylethyl {1-[2-(9-oxo-2,3-dihydro[1,4]dioxino[2,3-h]quinolin-10(9H)-yl)ethyl]-4-piperidinyl}carbamate (1 g; 2.34 mmol) was dissolved in chloroform (8 ml) and 4M HCl in 1,4-dioxane (10 ml) added. This was then stirred at rt for 1 h. The salts from the reaction were dissolved in MeOH and all solvents then removed. The residues were redissolved in MeOH and stirred with amberlyst ion exchange resin until a neutral pH was reached. The resin was filtered off and all solvents were removed. The... The reactants are C1(=CC=CC=C1)C1=C(SC=C1)C (3-phenyl-2-methylthiophene), C(C(=C)C)(=O)O (methacrylic acid), 5, O=P12OP3(=O)OP(=O)(O1)OP(=O)(O2)O3 (phosphorus pentoxide), polyphosphoric acid, O=P12OP3(=O)OP(=O)(O1)OP(=O)(O2)O3 (phosphorus pentoxide), C(C(=C)C)(=O)O (methacrylic acid). The solvent is ClCCl (dichloromethane), ClCCl (dichloromethane), ClCCl (dichloromethane). Reaction conditions: temperature 100 celsius. Yields the product CC1=C(C2=C(S1)CCC2=O)C2=CC=CC=C2 (2-methyl-3-phenyl-5,6-dihydrocyclopenta[1,2-b]thiophen-4-one). Reaction SMILES: O=P12OP3(OP(OP(O3)(O1)=O)(=O)O2)=O.[C:15]1([C:21]2[CH:25]=[CH:24][S:23][C:22]=2[CH3:26])[CH:20]=[CH:19][CH:18]=[CH:17][CH:16]=1.[C:27](O)(=[O:31])[C:28](C)=[CH2:29]>ClCCl>[CH3:26][C:22]1[S:23][C:24]2[CH2:29][CH2:28][C:27](=[O:31])[C:25]=2[C:21]=1[C:15]1[CH:16]=[CH:17][CH:18]=[CH:19][CH:20]=1. Reported procedure: In a 2 l 5 neck round bottled flask equipped with nitrogen inlet, 250 ml pressure equalized addition funnel, reflux condenser, thermometer, and mechanical stir was added 1 Kg polyphosphoric acid (Aldrich, 84%). The temperature was raised to 100° C., then 180 g-phosphorus pentoxide was added and the temperature was raised to 130° C. Stirring was continued until all the phosphorus pentoxide had dissolved then the flask and contents were cooled to 80° C. A solution containing 79.2 g (455 mmol) 3-ph...